Dataset: the Open Reaction Database (ORD), a public repository of structured organic reaction records. Task: describe an organic reaction: reactants, conditions, products, and yield Starting materials: O=C1c2ccccc2C(=O)N1CCCBr, [K+], [K+], O=C([O-])[O-], CN(C)C=O, CC1CC(=O)NN=C1c1ccc(O)cc1. The product is CC1CC(=O)NN=C1c1ccc(OCCCN2C(=O)c3ccccc3C2=O)cc1. Reaction SMILES: [Br:22][CH2:23][CH2:24][CH2:25][N:26]1[C:27](=[O:36])[c:28]2[c:29]([cH:32][cH:33][cH:34][cH:35]2)[C:30]1=[O:31].[K+:16].[K+:17].[O-:18][C:19]([O-:20])=[O:21].[O:37]=[CH:38][N:39]([CH3:40])[CH3:41].[OH:1][c:2]1[cH:3][cH:4][c:5]([C:8]2=[N:13][NH:12][C:11](=[O:14])[CH2:10][CH:9]2[CH3:15])[cH:6][cH:7]1>>[O:1]([c:2]1[cH:3][cH:4][c:5]([C:8]2=[N:13][NH:12][C:11](=[O:14])[CH2:10][CH:9]2[CH3:15])[cH:6][cH:7]1)[CH2:23][CH2:24][CH2:25][N:26]1[C:27](=[O:36])[c:28]2[c:29]([cH:32][cH:33][cH:34][cH:35]2)[C:30]1=[O:31]. The reactants are [Cl-].[NH4+] (ammonium chloride), ClCCC1(CCC(CC1)C(=O)OC)C(=O)OC (dimethyl 1-(2-chloroethyl)cyclohexane-1,4-dicarboxylate), CN(P(=O)(N(C)C)N(C)C)C (hexamethylphosphoramide), C(C)(C)[N-]C(C)C.[Li+] (lithium diisopropylamide). Solvent: C1CCOC1 (THF). Run at temperature -78 celsius, time 2 hour. The product is C12(CCC(CC1)(CC2)C(=O)OC)C(=O)OC (Dimethyl bicyclo[2.2.2]octane-1,4-dicarboxylate). Isolated yield 56.8%. As a reaction SMILES: Cl[CH2:2][CH2:3][C:4]1([C:14]([O:16][CH3:17])=[O:15])[CH2:9][CH2:8][CH:7]([C:10]([O:12][CH3:13])=[O:11])[CH2:6][CH2:5]1.CN(C)P(N(C)C)(N(C)C)=O.C([N-]C(C)C)(C)C.[Li+].[Cl-].[NH4+]>C1COCC1>[C:4]12([C:14]([O:16][CH3:17])=[O:15])[CH2:9][CH2:8][C:7]([C:10]([O:12][CH3:13])=[O:11])([CH2:6][CH2:5]1)[CH2:2][CH2:3]2 |f:2.3,4.5|. Procedure details: To a mixture of dimethyl 1-(2-chloroethyl)cyclohexane-1,4-dicarboxylate (116 g, 0.44 mol) and hexamethylphosphoramide (317 mL, 1.7 mol) in anhydrous THF (800 mL) was added freshly prepared lithium diisopropylamide (preparation described above) over 30 min at −40° C. The mixture was stirred for 2 h at −78° C. and then stirred overnight allowing warming to room temperature. To the reaction mixture was added saturated aqueous ammonium chloride solution (200 mL) and the mixture was stirred for 10 mi... The reactants are COCOC1=C(C=O)C=C(C=C1)C(F)(F)F (2-methoxymethoxy-5-(trifluoromethyl)benzaldehyde), [BH4-].[Na+] (NaBH4). The solvent is CO (methanol). Run at time 15 minute. Product: COCOC1=C(CO)C=C(C=C1)C(F)(F)F (2-methoxymethoxy-5-(trifluoromethyl)benzyl alcohol). Isolated yield 94.6%. As a reaction SMILES: [CH3:1][O:2][CH2:3][O:4][C:5]1[CH:12]=[CH:11][C:10]([C:13]([F:16])([F:15])[F:14])=[CH:9][C:6]=1[CH:7]=[O:8].[BH4-].[Na+]>CO>[CH3:1][O:2][CH2:3][O:4][C:5]1[CH:12]=[CH:11][C:10]([C:13]([F:14])([F:15])[F:16])=[CH:9][C:6]=1[CH2:7][OH:8] |f:1.2|. Procedure: The solution of 2-methoxymethoxy-5-(trifluoromethyl)benzaldehyde (3.3 g) from Example 59 in anhydrous methanol (20 ml) was cooled in an ice bath, followed by gradual addition of NaBH4 (0.53 g). After stirring at room temperature for 15 minutes, the solvent was removed under reduced pressure. To the residue was added water, and the aqueous layer was extracted with ether. The ether layer was washed with water and saturated sodium chloride solution, and dried over anhydrous sodium sulfate. The solv... Starting materials: CC(=O)OC(C)=O, O=[N+]([O-])c1ccc2c(c1)CCN2, c1ccncc1. Product: CC(=O)N1CCc2cc([N+](=O)[O-])ccc21. Reaction SMILES: [CH3:13][C:14](=[O:15])[O:16][C:17](=[O:18])[CH3:19].[N+:1](=[O:2])([O-:3])[c:4]1[cH:5][c:6]2[c:10]([cH:11][cH:12]1)[NH:9][CH2:8][CH2:7]2.[cH:20]1[cH:21][cH:22][n:23][cH:24][cH:25]1>>[N+:1](=[O:2])([O-:3])[c:4]1[cH:5][c:6]2[c:10]([cH:11][cH:12]1)[N:9]([C:14]([CH3:13])=[O:15])[CH2:8][CH2:7]2.